This data is from the Open Reaction Database (ORD), a public repository of structured organic reaction records. The task is: describe an organic reaction: reactants, conditions, products, and yield The reactants are FC(C=1C=CC(=NC1)S(=O)(=O)C1=CC=C(S1)S(=O)(=O)Cl)(F)F (5-(5-trifluoromethyl-pyridin-2-sulfonyl)-thiophene-2-sulphonyl chloride), Cl.NC1=CC=C(C=C1)N1CCC(CC1)=O (1-(4-Amino-phenyl)-piperidine-4-one hydrochloride). Product: O=C1CCN(CC1)C1=CC=C(C=C1)NS(=O)(=O)C=1SC(=CC1)S(=O)(=O)C1=NC=C(C=C1)C(F)(F)F (5-(5-Trifluoromethyl-pyridin-2-sulfonyl)-thiophene-2-sulfonic acid [4-(4-oxo-piperidine-1-yl)-phenyl]-amide). Reaction SMILES: [F:1][C:2]([F:22])([F:21])[C:3]1[CH:4]=[CH:5][C:6]([S:9]([C:12]2[S:16][C:15]([S:17](Cl)(=[O:19])=[O:18])=[CH:14][CH:13]=2)(=[O:11])=[O:10])=[N:7][CH:8]=1.Cl.[NH2:24][C:25]1[CH:30]=[CH:29][C:28]([N:31]2[CH2:36][CH2:35][C:34](=[O:37])[CH2:33][CH2:32]2)=[CH:27][CH:26]=1>>[O:37]=[C:34]1[CH2:35][CH2:36][N:31]([C:28]2[CH:29]=[CH:30][C:25]([NH:24][S:17]([C:15]3[S:16][C:12]([S:9]([C:6]4[CH:5]=[CH:4][C:3]([C:2]([F:22])([F:21])[F:1])=[CH:8][N:7]=4)(=[O:11])=[O:10])=[CH:13][CH:14]=3)(=[O:19])=[O:18])=[CH:26][CH:27]=2)[CH2:32][CH2:33]1 |f:1.2|. Procedure details: The title compound was prepared from 5-(5-trifluoromethyl-pyridin-2-sulfonyl)-thiophene-2-sulphonyl chloride and 1-(4-amino-phenyl)-piperidine-4-one (which was obtained in Example 224) according to the procedure B of Example 225 as a white solid; 1H NMR (300 MHz, DMSO-d6) δ 2.37 (t, J=4.5 Hz, 4H), 3.52 (t, J=4.5 Hz, 4H), 6.90-7.10 (m, 4H), 7.90 (d, J=1.2 Hz, 1H), 8.41 (d, J=6.3 Hz, 1H), 8.50 (d, J=1.2 Hz, 1H), 8.62 (dd, J=6.3, 1.5 Hz, 1H), 9.23 (s, 1H), 9.89 (s, 1H); MS (ES) m/z: 545.9 (MH+); HR...